From a dataset of the Open Reaction Database (ORD), a public repository of structured organic reaction records. describe an organic reaction: reactants, conditions, products, and yield Reactants: O[Li].O (LiOH.H2O), COC(=O)C=1N=CN(C1)C1=CC=CC=C1 (1-phenyl-1H-imidazole-4-carboxylic acid methyl ester), CO (MeOH), O (H2O). Run in C1CCOC1 (THF). Run at time 3 hour. Product: C1(=CC=CC=C1)N1C=NC(=C1)C(=O)O (1-phenyl-1H-imidazole-4-carboxylic acid). Isolated yield 87.0%. Reaction SMILES: O[Li].O.C[O:5][C:6]([C:8]1[N:9]=[CH:10][N:11]([C:13]2[CH:18]=[CH:17][CH:16]=[CH:15][CH:14]=2)[CH:12]=1)=[O:7].CO.O>C1COCC1>[C:13]1([N:11]2[CH:12]=[C:8]([C:6]([OH:7])=[O:5])[N:9]=[CH:10]2)[CH:14]=[CH:15][CH:16]=[CH:17][CH:18]=1 |f:0.1|. Procedure details: A stirred solution of 1H-imidazole-4-carboxylic acid (0.5 g, 0.00446 mmol), concentrated sulfuric acid (0.5 mL) and MeOH (20 mL) was heated to reflux overnight. The reaction mixture was concentrated under reduced pressure. The residue was diluted with cold water, extracted with ethyl acetate and washed the organic layer with sodium bicarbonate. The organic layer was dried over sodium sulfate and concentrated under reduced pressure to afford 325 mg (58% Yield) of 1H-imidazole-4-carboxylic acid me... Starting materials: O1CCC=C2CCCCC12 (3,5,6,7,8,8a-hexahydro-2H-chromene), C1=CC(=CC(=C1)Cl)C(=O)OO (MCPBA). Solvent: C(Cl)Cl (CH2Cl2). Reaction conditions: time 1 hour. The product is O1[C@H]2CCOC3CCCC[C@]231 ((1aS,8aS)-hexahydro-1aH,4aH-oxireno[d]chromene). As a reaction SMILES: [O:1]1[CH:10]2[C:5]([CH2:6][CH2:7][CH2:8][CH2:9]2)=[CH:4][CH2:3][CH2:2]1.C1C=C(Cl)C=C(C(OO)=[O:19])C=1>C(Cl)Cl>[O:19]1[C@@:5]23[CH:10]([CH2:9][CH2:8][CH2:7][CH2:6]2)[O:1][CH2:2][CH2:3][C@H:4]13. Reported procedure: To a mixture of 3,5,6,7,8,8a-hexahydro-2H-chromene (3.27 g, 23.66 mmol) in CH2Cl2 (75 mL) at 0° C. was added MCPBA (˜77%, 6.53 g, 28.4 mmol). The mixture was warmed to rt and stirred for 1 hr. The mixture was quenched with sat'd. aq. Na2SO3. The mixture was then partitioned between CH2Cl2 and sat'd. aq. NaHCO3. Extracted with CH2Cl2. The combined organics were dried, filtered, and concentrated. The residue was purified by column chromatography to give the title compound. 1H NMR (500 MHz, CDCl3) ...